From a dataset of the Open Reaction Database (ORD), a public repository of structured organic reaction records. describe an organic reaction: reactants, conditions, products, and yield Starting materials: NC1CCN(CC1)CC12C3=CC=CC=C3C(C=3C=CC(=CC13)Cl)C2 (4-amino-1-[2-chloro-9,10-dihydro-9,10-methanoanthracen-9-ylmethyl]piperidine), C(C)OCC(=O)O (2-ethoxyacetic acid). The product is ClC1=CC=2C3(C4=CC=CC=C4C(C2C=C1)C3)CN3CCC(CC3)NC(COCC)=O (N-(1-[2-Chloro-9,10-dihydro-9,10-methanoanthracen-9-ylmethyl]-4-piperidyl)-2-ethoxyacetamide), solid. Yield: 68.0%. RXN SMILES: [NH2:1][CH:2]1[CH2:7][CH2:6][N:5]([CH2:8][C:9]23[CH2:24][CH:16]([C:17]4[CH:18]=[CH:19][C:20]([Cl:23])=[CH:21][C:22]=42)[C:15]2[C:10]3=[CH:11][CH:12]=[CH:13][CH:14]=2)[CH2:4][CH2:3]1.[CH2:25]([O:27][CH2:28][C:29](O)=[O:30])[CH3:26]>>[Cl:23][C:20]1[CH:19]=[CH:18][C:17]2[CH:16]3[CH2:24][C:9]([CH2:8][N:5]4[CH2:6][CH2:7][CH:2]([NH:1][C:29](=[O:30])[CH2:28][O:27][CH2:25][CH3:26])[CH2:3][CH2:4]4)([C:10]4[C:15]3=[CH:14][CH:13]=[CH:12][CH:11]=4)[C:22]=2[CH:21]=1. Reported procedure: Using a procedure similar to that described in Example 1 except starting with 4-amino-1-[2-chloro-9,10-dihydro-9,10-methanoanthracen-9-ylmethyl]piperidine and 2-ethoxyacetic acid, the title compound was obtained as a white glassy solid (68%), mp 112.5°-4.0° C.; MS(CI): 425 (M+H); NMR (300 MHz,DMSO-d6): 1.12(t, 3H, J=7 Hz), 1.49(br m, 2H), 1.61(br m, 2H), 2.26(m, 2H)), 2.45(br m, 2H), 2.93(br m, 2H), 3.45(q, 2H, J=7 Hz), 3.62(br s, 1H), 3.78(s, 2H), 4.34(s, 1H), 6.94(m, 3H), 7.23(m, 4H), 7.48(d, ...